Dataset: the Open Reaction Database (ORD), a public repository of structured organic reaction records. Task: describe an organic reaction: reactants, conditions, products, and yield Starting materials: C1CCC2=NCCCN2CC1, Cc1ccnc(CN)c1, COCCOC, Cl, Cl, CS(=O)c1nc(N)nc(-c2ccco2)c1C#N. Reaction SMILES: [CH2:29]1[CH2:30][CH2:31][C:32]2=[N:37][CH2:36][CH2:35][CH2:34][N:33]2[CH2:38][CH2:39]1.[CH3:20][c:21]1[cH:22][c:23]([CH2:27][NH2:28])[n:24][cH:25][cH:26]1.[CH3:40][O:41][CH2:42][CH2:43][O:44][CH3:45].[ClH:18].[ClH:19].[NH2:1][c:2]1[n:3][c:4]([S:15]([CH3:16])=[O:17])[c:5]([C:13]#[N:14])[c:6](-[c:8]2[o:9][cH:10][cH:11][cH:12]2)[n:7]1>>[NH2:1][c:2]1[n:3][c:4]([NH:28][CH2:27][c:23]2[cH:22][c:21]([CH3:20])[cH:26][cH:25][n:24]2)[c:5]([C:13]#[N:14])[c:6](-[c:8]2[o:9][cH:10][cH:11][cH:12]2)[n:7]1. Product: Cc1ccnc(CNc2nc(N)nc(-c3ccco3)c2C#N)c1. The reactants are C(C)[C@@H]1CC([C@]2(C)[C@@H]1[C@@H]1CCC=3C=C(C=CC3[C@H]1CC2)OC)=O (15β-ethyl-3-methoxyestra-1,3,5 (10)-trien-17-one), [Cl-].[NH4+] (ammonium chloride), Cl[Si](C)(C)C (chlorotrimethylsilane), C(C)(C)[N-]C(C)C.[Li+] (lithium diisopropylamide). The reagents and catalysts are C(C)(=O)[O-].[Pd+2].C(C)(=O)[O-] (Palladium(II) acetate). Solvent: C(C)#N (acetonitrile), C(C)(=O)OCC (ethyl acetate), O1CCCC1 (tetrahydrofuran), O1CCCC1 (tetrahydrofuran). Reaction conditions: temperature 0 celsius, time 30 minute. Yields the product C(C)C1=CC([C@]2(C)[C@@H]1[C@@H]1CCC=3C=C(C=CC3[C@H]1CC2)OC)=O (15-Ethyl-3-methoxyestra-1,3,5(10),15-tetraen-17-one). The yield is 85.4%. RXN SMILES: C([N-]C(C)C)(C)C.[Li+].[CH2:9]([C@H:11]1[C@H:16]2[C@H:17]3[C@H:26]([CH2:27][CH2:28][C@:14]2([CH3:15])[C:13](=[O:31])[CH2:12]1)[C:25]1[CH:24]=[CH:23][C:22]([O:29][CH3:30])=[CH:21][C:20]=1[CH2:19][CH2:18]3)[CH3:10].Cl[Si](C)(C)C.[Cl-].[NH4+]>O1CCCC1.C(#N)C.C([O-])(=O)C.[Pd+2].C([O-])(=O)C.C(OCC)(=O)C>[CH2:9]([C:11]1[C@H:16]2[C@H:17]3[C@H:26]([CH2:27][CH2:28][C@:14]2([CH3:15])[C:13](=[O:31])[CH:12]=1)[C:25]1[CH:24]=[CH:23][C:22]([O:29][CH3:30])=[CH:21][C:20]=1[CH2:19][CH2:18]3)[CH3:10] |f:0.1,4.5,8.9.10|. Procedure details: A solution of lithium diisopropylamide (7.8 mmol) in dry tetrahydrofuran (3 ml) [prepared at 0° C. from diisopropylamine (2.2 ml; 15.8 mmol) in tetrahydrofuran (3 ml) and butyl lithium (4.9 ml; 1.6M; 7.8 mmol)] was cooled to -78° C. A solution of the 15β-ethyl ketone (6) (495 mg; 1.58 mmol) in dry tetrahydrofuran (12 ml) was slowly added. After 30 min. at -78° C., chlorotrimethylsilane (2.5 ml; 19.7 mmol) was added and stirring was maintained at 0° C. for 15 min. Saturated aqueous ammonium chlor... The reactants are C(C)OC(=O)N1CCN(CC1)C(=O)CCl (1-ethoxycarbonyl-4-chloromethylcarbonylpiperazine), C([O-])([O-])=O.[Cs+].[Cs+] (cesium carbonate), Cl.C(C)OC(CN)=O (glycine ethyl ester hydrochloride). Solvent: CN(C)C=O (DMF), C(C)(=O)OCC (ethyl acetate). Conditions: temperature 50 celsius, time 1 hour. Product: C(C)OC(=O)N1CCN(CC1)C(=O)CNCC(=O)OCC (1-ethoxycarbonyl-4-(ethoxycarbonylmethyl)aminomethylcarbonylpiperazine). The yield is 78.1%. Reaction SMILES: [CH2:1]([O:3][C:4]([N:6]1[CH2:11][CH2:10][N:9]([C:12]([CH2:14]Cl)=[O:13])[CH2:8][CH2:7]1)=[O:5])[CH3:2].C(=O)([O-])[O-].[Cs+].[Cs+].Cl.[CH2:23]([O:25][C:26](=[O:29])[CH2:27][NH2:28])[CH3:24]>CN(C=O)C.C(OCC)(=O)C>[CH2:1]([O:3][C:4]([N:6]1[CH2:11][CH2:10][N:9]([C:12]([CH2:14][NH:28][CH2:27][C:26]([O:25][CH2:23][CH3:24])=[O:29])=[O:13])[CH2:8][CH2:7]1)=[O:5])[CH3:2] |f:1.2.3,4.5|. Procedure: To a solution of 1-ethoxycarbonyl-4-chloromethylcarbonylpiperazine (520 mg, 2.21 mmol) in DMF (40 mL) was added cesium carbonate (2.0 g, 6.20 mmol) and glycine ethyl ester hydrochloride (310 mg, 2.21 mmol). The resulting reaction mixture was stirred at 50° C. After 1 hour, the reaction mixture was diluted with ethyl acetate (200 mL), washed with water (3×150 mL) and brine, and concentrated in vacuo to afford 1-ethoxycarbonyl-4-(ethoxycarbonylmethyl)aminomethylcarbonylpiperazine as an oil (520 mg... Procedure details: A suspension of (E)-3-[3-methoxy-4-(4-methyl-1H-imidazol-1-yl)phenyl]acrylonitrile (700 mg) in ethanol (6 mL) was saturated with hydrogen chloride gas under ice-cooling, and then the reaction solution was stirred at 0° C. overnight. Diethyl ether (10 mL) was added to the reaction solution. The precipitate was removed by filtration, and the filtrate was concentrated under reduced pressure. Ethyl acetate and a saturated sodium bicarbonate solution were added to the resulting residue, and the organ... Run in C(C)O (ethanol). Conditions: temperature 0 celsius, time 8 hour. Yields the product COC=1C=C(C=CC1N1C=NC(=C1)C)/C=C/C(OCC)=N (ethyl(E)-3-[3-methoxy-4-(4-methyl-1H-imidazol-1-yl)phenyl]acrylimidate). Starting materials: Cl (hydrogen chloride), COC=1C=C(C=CC1N1C=NC(=C1)C)/C=C/C#N ((E)-3-[3-methoxy-4-(4-methyl-1H-imidazol-1-yl)phenyl]acrylonitrile), C(C)OCC (Diethyl ether). RXN SMILES: [CH3:1][O:2][C:3]1[CH:4]=[C:5](/[CH:15]=[CH:16]/[C:17]#[N:18])[CH:6]=[CH:7][C:8]=1[N:9]1[CH:13]=[C:12]([CH3:14])[N:11]=[CH:10]1.Cl.[CH2:20]([O:22]CC)[CH3:21]>C(O)C>[CH3:1][O:2][C:3]1[CH:4]=[C:5](/[CH:15]=[CH:16]/[C:17](=[NH:18])[O:22][CH2:20][CH3:21])[CH:6]=[CH:7][C:8]=1[N:9]1[CH:13]=[C:12]([CH3:14])[N:11]=[CH:10]1. The reactants are CCOC(=O)c1cnn(-c2cc([N+](=O)[O-])cc(-c3cc(C)ccc3OC)n2)c1C(F)(F)F, NO, CN(C)C=O, O, O, O, Cl[Sn]Cl, Cl[Sn]Cl. Yields the product CCOC(=O)c1cnn(-c2cc(N)cc(-c3cc(C)ccc3OC)n2)c1C(F)(F)F. Reaction SMILES: [CH3:1][O:2][c:3]1[c:4](-[c:10]2[cH:11][c:12]([N+:30]([O-:31])=[O:32])[cH:13][c:14](-[n:16]3[n:17][cH:18][c:19]([C:25](=[O:26])[O:27][CH2:28][CH3:29])[c:20]3[C:21]([F:22])([F:23])[F:24])[n:15]2)[cH:5][c:6]([CH3:9])[cH:7][cH:8]1.[NH2:38][OH:39].[O:44]=[CH:45][N:46]([CH3:47])[CH3:48].[OH2:33].[OH2:34].[OH2:43].[Sn:35]([Cl:36])[Cl:37].[Sn:40]([Cl:41])[Cl:42]>>[CH3:1][O:2][c:3]1[c:4](-[c:10]2[cH:11][c:12]([NH2:30])[cH:13][c:14](-[n:16]3[n:17][cH:18][c:19]([C:25](=[O:26])[O:27][CH2:28][CH3:29])[c:20]3[C:21]([F:22])([F:23])[F:24])[n:15]2)[cH:5][c:6]([CH3:9])[cH:7][cH:8]1. Reactants: [N+](=O)([O-])C1=CC=C(C(=C1C(=O)O)OC)OC (6-nitro-2,3-dimethoxy-benzoic acid). The solvent is C(C)O (ethanol). Yields the product NC1=CC=C(C(=C1C(=O)O)OC)OC (6-Amino-2,3-dimethoxy-benzoic acid). Reaction SMILES: [N+:1]([C:4]1[C:9]([C:10]([OH:12])=[O:11])=[C:8]([O:13][CH3:14])[C:7]([O:15][CH3:16])=[CH:6][CH:5]=1)([O-])=O>C(O)C>[NH2:1][C:4]1[C:9]([C:10]([OH:12])=[O:11])=[C:8]([O:13][CH3:14])[C:7]([O:15][CH3:16])=[CH:6][CH:5]=1. Procedure: To a solution of 23.4 g (104 mmol) 6-nitro-2,3-dimethoxy-benzoic acid in ethanol 2.5 g Pd/C were added and treated with 1 bar H2 for 24 h. The catalyst was removed by filtration over Celite, the solution evaporated, the residue was dissolved in 300 ml dioxane and lyophilized. Reactants: CCOC(=O)c1nc2n(c(=O)c1OCc1ccccc1)CC1CCN2CC1, CCO, Cl, [Li+], [OH-], O, O. Product: O=C(O)c1nc2n(c(=O)c1OCc1ccccc1)CC1CCN2CC1. RXN SMILES: [CH2:1]([c:2]1[cH:3][cH:4][cH:5][cH:6][cH:7]1)[O:8][c:9]1[c:10]([C:23](=[O:24])[O:25][CH2:26][CH3:27])[n:11][c:12]2[n:13]([c:21]1=[O:22])[CH2:14][CH:15]1[CH2:16][CH2:17][N:18]2[CH2:19][CH2:20]1.[CH3:32][CH2:33][OH:34].[ClH:31].[Li+:29].[OH-:28].[OH2:30].[OH2:35]>>[CH2:1]([c:2]1[cH:3][cH:4][cH:5][cH:6][cH:7]1)[O:8][c:9]1[c:10]([C:23](=[O:24])[OH:25])[n:11][c:12]2[n:13]([c:21]1=[O:22])[CH2:14][CH:15]1[CH2:16][CH2:17][N:18]2[CH2:19][CH2:20]1.